From a dataset of the Open Reaction Database (ORD), a public repository of structured organic reaction records. describe an organic reaction: reactants, conditions, products, and yield Procedure: 4-Bromo-2-methoxyfluorobenzene (obtainable from 5-bromo-2-fluorophenol by reaction with dimethyl sulfate under basic conditions) is reacted with trimethylsilylacetylene with catalysis by bis(triphenylphosphine)palladium(II) chloride and copper(I) iodide in dimethylamine at 20° C. to give 1-(4-fluoro-3-methoxyphenyl)-2-(trimethylsilyl)ethyne; after filtration chromatography (SiO2/dichloromethane), the crude product is stirred in methanol for 1 hour at 20° C. with addition of 1 N aqueous NaOH solu... The reagents and catalysts are Cl[Pd]([P](C1=CC=CC=C1)(C2=CC=CC=C2)C3=CC=CC=C3)([P](C4=CC=CC=C4)(C5=CC=CC=C5)C6=CC=CC=C6)Cl (bis(triphenylphosphine)palladium(II) chloride), [Cu]I (copper(I) iodide). The product is FC1=C(C=C(C=C1)C#C[Si](C)(C)C)OC (1-(4-fluoro-3-methoxyphenyl)-2-(trimethylsilyl)ethyne). RXN SMILES: Br[C:2]1[CH:7]=[CH:6][C:5]([F:8])=[C:4]([O:9][CH3:10])[CH:3]=1.[CH3:11][Si:12]([C:15]#[CH:16])([CH3:14])[CH3:13]>CNC.Cl[Pd](Cl)([P](C1C=CC=CC=1)(C1C=CC=CC=1)C1C=CC=CC=1)[P](C1C=CC=CC=1)(C1C=CC=CC=1)C1C=CC=CC=1.[Cu]I>[F:8][C:5]1[CH:6]=[CH:7][C:2]([C:16]#[C:15][Si:12]([CH3:14])([CH3:13])[CH3:11])=[CH:3][C:4]=1[O:9][CH3:10] |^1:22,41|. Run in CNC (dimethylamine). Starting materials: BrC1=CC(=C(C=C1)F)OC (4-Bromo-2-methoxyfluorobenzene), C[Si](C)(C)C#C (trimethylsilylacetylene). As a reaction SMILES: [CH3:1][N:2]1[CH2:19][C:17]2=[C:18]3[C:13](=[C:14]([O:20][CH3:21])[CH:15]=[CH:16]2)[O:12][C@@H:11]2[C@:5]3([CH:6]=[CH:7][C:8]([CH2:10]2)=[O:9])[CH2:4][CH2:3]1.[H-].[Al+3].[Li+].[H-].[H-].[H-].C[C@H](N(C)C)[C@H](O)C1C=CC=CC=1.C(N1C=CC=CC1N)C.[OH-].[Na+].CN1CC2=C3C(=C(OC)C=C2)OC2C3(C=CC(O)C2)CC1>CCOCC>[CH3:1][N:2]1[CH2:19][C:17]2=[C:18]3[C:13](=[C:14]([O:20][CH3:21])[CH:15]=[CH:16]2)[O:12][C@@H:11]2[C@:5]3([CH:6]=[CH:7][C@H:8]([OH:9])[CH2:10]2)[CH2:4][CH2:3]1 |f:1.2.3.4.5.6,9.10|. Reactants: CN1CCC23C=CC(CC2OC4=C(C=CC(=C34)C1)OC)O (epigalanthamine), [OH-].[Na+] (Sodium hydroxide), solution, CN1CC[C@@]23C=CC(=O)C[C@@H]2OC4=C(C=CC(=C34)C1)OC ((-)-Narwedine), [H-].[Al+3].[Li+].[H-].[H-].[H-] (lithium aluminium hydride), solution, C[C@@H]([C@@H](C1=CC=CC=C1)O)N(C)C ((-)-N-methylephedrine), C(C)N1C(C=CC=C1)N (N-ethyl-2-aminopyridine). Isolated yield 85.0%. Product: CN1CC[C@@]23C=C[C@@H](C[C@@H]2OC4=C(C=CC(=C34)C1)OC)O ((-)-galanthamine). Procedure details: (-)-Narwedine (>98% ee, 0.1 g) was added to a mixture of lithium aluminium hydride (1.2 ml of a 1.0 M solution in ether), (-)-N-methylephedrine (0.23 g) and N-ethyl-2-aminopyridine (0.31 g) in ether at 0° C., and the resulting mixture was stirred at that temperature for 4 h. Sodium hydroxide solution (10 ml of a 1.0 M solution) was added and the product extracted with dichloromethane. Evaporation of the organic phase gave (-)-galanthamine (>98% ee, 85% yield) free of epigalanthamine by GC/MS ana... Reaction conditions: time 4 hour. Run in CCOCC (ether), CCOCC (ether). The reactants are C(CCC)C1=CC=C(N)C=C1 (4-butylaniline), C(=C)S(=O)(=O)F (ethenesulfonyl fluoride), Cl.CC(C)O (HCl IPA). Run in CN(C)C=O (DMF), CC(C)O (IPA). Yields the product Cl.C(CCC)C1=CC=C(C=C1)NC=CS(=O)(=O)F (2-[(4-Butylphenyl)amino]ethenesulfonyl Fluoride Monohydrochloride). Yield: 67.0%. Reaction SMILES: [CH2:1]([C:5]1[CH:11]=[CH:10][C:8]([NH2:9])=[CH:7][CH:6]=1)[CH2:2][CH2:3][CH3:4].[CH:12]([S:14]([F:17])(=[O:16])=[O:15])=[CH2:13].[ClH:18].CC(O)C>CN(C=O)C.CC(O)C>[ClH:18].[CH2:1]([C:5]1[CH:6]=[CH:7][C:8]([NH:9][CH:13]=[CH:12][S:14]([F:17])(=[O:16])=[O:15])=[CH:10][CH:11]=1)[CH2:2][CH2:3][CH3:4] |f:2.3,6.7|. Reported procedure: The reaction between 4-butylaniline (3.51 g, 23.5 mmol) and ethenesulfonyl fluoride (3.3 mL, 30 mmol) was carried out in DMF (75 mL) as described in Example 16. There was obtained a dark oily residue which was dissolved in a minimal amount of IPA and treated with 1.1 equivalents of HCl/IPA. The title compound (4.66 g, 67% yield) was obtained as a tan solid, mp 153°-156.5° C. RXN SMILES: [C:1]1([NH:7]N)[CH:6]=[CH:5][CH:4]=[CH:3][CH:2]=1.[CH3:9][C:10](=O)[CH2:11][CH2:12][CH2:13][CH2:14][CH3:15]>>[CH3:9][C:10]1[NH:7][C:1]2[C:6]([C:11]=1[CH2:12][CH2:13][CH2:14][CH3:15])=[CH:5][CH:4]=[CH:3][CH:2]=2. Starting materials: C1(=CC=CC=C1)NN (Phenylhydrazine), CC(CCCCC)=O (heptan-2-one). Yield: 38.0%. Yields the product CC=1NC2=CC=CC=C2C1CCCC (2-Methyl-3-butylindole). Reported procedure: Phenylhydrazine was reacted with heptan-2-one in the same way as in Example 2. 2-Methyl-3-butylindole was formed in a yield of 38%. The reactants are C(C)(N)=NO (acetamide oxime), N1([C@H](C(=O)O)CCC1)C(=O)OCC1=CC=CC=C1 (Z-Pro-OH), C(=O)(N1C=NC=C1)N1C=NC=C1 (1,1′-carbonyldiimidazole), C(=O)(N1C=NC=C1)N1C=NC=C1 (1,1′-carbonyldiimidazole). Run in CN(C)C=O (DMF), C(C)(=O)OCC (ethyl acetate), CN(C)C=O (DMF), CN(C)C=O (DMF). Conditions: temperature 115 celsius, time 5 hour. Product: C(C1=CC=CC=C1)OC(=O)N1[C@@H](CCC1)C1=NC(=NO1)C ((S)-2-(3-Methyl-[1,2,4]oxadiazol-5-yl)-pyrrolidine-1-carboxylic acid benzyl ester). As a reaction SMILES: [N:1]1([C:9]([O:11][CH2:12][C:13]2[CH:18]=[CH:17][CH:16]=[CH:15][CH:14]=2)=[O:10])[CH2:8][CH2:7][CH2:6][C@H:2]1[C:3]([OH:5])=O.C(N1C=CN=C1)(N1C=CN=C1)=O.[C:31](=[N:34]O)([NH2:33])[CH3:32]>CN(C=O)C.C(OCC)(=O)C>[CH2:12]([O:11][C:9]([N:1]1[CH2:8][CH2:7][CH2:6][C@H:2]1[C:3]1[O:5][N:34]=[C:31]([CH3:32])[N:33]=1)=[O:10])[C:13]1[CH:18]=[CH:17][CH:16]=[CH:15][CH:14]=1. Procedure: To a solution of 122 mg Z-Pro-OH in 4 ml DMF was added a solution of 325 mg 1,1′-carbonyldiimidazole in 5 ml DMF and the solution was stirred for 30 minutes at RT before a solution of 148 mg acetamide oxime in 3 ml DMF was added. The reaction mixture was stirred for 12 h before 325 mg 1,1′-carbonyldiimidazole were added and the mixture stirred at 115° C. for 5 h. Then, the reaction mixture was diluted with ethyl acetate and washed with aqueous LiCl (4% w/w), saturated aqueous NaHCO3 and 0.1 M HC... Starting materials: CC1(C(CC(CC1)C1=C(C=C(C#N)C=C1)C)=O)C (4-(4,4-Dimethyl-3-oxo-cyclohexyl)-3-methyl-benzonitrile), COC(N(C)C)OC (N,N-dimethylformamide dimethylacetal). Yields the product CN(C)\C=C/1\C(CCC(C1=O)(C)C)C1=C(C=C(C#N)C=C1)C (4-[(2Z)-2-(dimethylaminomethylene)-4,4-dimethyl-3-oxo-cyclohexyl]-3-methyl-benzonitrile). Isolated yield 27.0%. RXN SMILES: [CH3:1][C:2]1([CH3:18])[CH2:7][CH2:6][CH:5]([C:8]2[CH:15]=[CH:14][C:11]([C:12]#[N:13])=[CH:10][C:9]=2[CH3:16])[CH2:4][C:3]1=[O:17].CO[CH:21](OC)[N:22]([CH3:24])[CH3:23]>>[CH3:21][N:22](/[CH:24]=[C:4]1/[CH:5]([C:8]2[CH:15]=[CH:14][C:11]([C:12]#[N:13])=[CH:10][C:9]=2[CH3:16])[CH2:6][CH2:7][C:2]([CH3:18])([CH3:1])[C:3]/1=[O:17])[CH3:23]. Procedure details: 4-(4,4-Dimethyl-3-oxo-cyclohexyl)-3-methyl-benzonitrile (0.6 g, 2.49 mmol) in N,N-dimethylformamide dimethylacetal (50 mL) is stirred at 90° C. for two days. The mixture is cooled to room temperature and concentrated in vacuo. The residue is diluted with ethyl acetate (50 mL) and water (50 mL). The organic phase is separated and the aqueous phase is extracted with ethyl acetate (3×50 mL). The combined organic phase is washed with brine, dried over anhydrous sodium sulfate, and concentrated in va... The reactants are O=CC(=O)c1ccc(Br)c(F)c1, Cc1ccccc1, CCOC(OCC)OCC, O, Cc1ccc(S(=O)(=O)O)cc1. Product: CCOC(OCC)C(=O)c1ccc(Br)c(F)c1. As a reaction SMILES: [Br:2][c:3]1[c:4]([F:13])[cH:5][c:6]([C:9]([CH:10]=[O:11])=[O:12])[cH:7][cH:8]1.[CH3:35][c:36]1[cH:37][cH:38][cH:39][cH:40][cH:41]1.[CH:14]([O:15][CH2:16][CH3:17])([O:18][CH2:19][CH3:20])[O:21][CH2:22][CH3:23].[OH2:1].[c:24]1([CH3:25])[cH:26][cH:27][c:28]([S:29]([OH:30])(=[O:31])=[O:32])[cH:33][cH:34]1>>[Br:2][c:3]1[c:4]([F:13])[cH:5][c:6]([C:9](=[O:12])[CH:14]([O:18][CH2:19][CH3:20])[O:21][CH2:22][CH3:23])[cH:7][cH:8]1. The reactants are [H-].[Na+] (Sodium hydride), C1(CC1)COC1=C(C=C(C=C1)S(=O)(=O)C)C=1C=C(C(NC1)=O)C (5-[2-(cyclopropylmethoxy)-5-methylsulfonylphenyl]-3-methyl-1H-pyridin-2-one), CS(=O)(=O)OCC1COC1 (oxetan-3-ylmethyl methanesulfonate). The solvent is CN(C)C=O (DMF). Conditions: time 1 hour. Product: C1(CC1)COC1=C(C=C(C=C1)S(=O)(=O)C)C=1C=C(C(N(C1)CC1COC1)=O)C (5-[2-(cyclopropylmethoxy)-5-methylsulfonylphenyl]-3-methyl-1-(oxetan-3-ylmethyl)pyridin-2-one). Yield: 24.8%. As a reaction SMILES: [H-].[Na+].[CH:3]1([CH2:6][O:7][C:8]2[CH:13]=[CH:12][C:11]([S:14]([CH3:17])(=[O:16])=[O:15])=[CH:10][C:9]=2[C:18]2[CH:19]=[C:20]([CH3:25])[C:21](=[O:24])[NH:22][CH:23]=2)[CH2:5][CH2:4]1.CS(O[CH2:31][CH:32]1[CH2:35][O:34][CH2:33]1)(=O)=O>CN(C=O)C>[CH:3]1([CH2:6][O:7][C:8]2[CH:13]=[CH:12][C:11]([S:14]([CH3:17])(=[O:16])=[O:15])=[CH:10][C:9]=2[C:18]2[CH:19]=[C:20]([CH3:25])[C:21](=[O:24])[N:22]([CH2:31][CH:32]3[CH2:35][O:34][CH2:33]3)[CH:23]=2)[CH2:5][CH2:4]1 |f:0.1|. Reported procedure: Sodium hydride (42 mg, 1.04 mmol, 60% in mineral oil) was added to the title compound from Example 242, step 1 (80 mg) in anhydrous DMF (4 mL) After stirring 1 h, oxetan-3-ylmethyl methanesulfonate (173 mg, 1.04 mmol) was added and stirring continued for 18 h. EA extractive work up from 1 M HCl and preparative HPLC purification gave the title compound (24.0 mg) as an off-white solid. 1H NMR (CDCl3, 400 MHz) δ 7.85 (d, J=8.8 Hz, 1H), 7.82 (s, 1H), 7.62 (s, 1H), 7.51 (s, 1H), 7.03 (d, J=8.8 Hz, 1H... Reactants: CCOCC, COc1ccccc1N, Cl, CC(=O)CC(=O)C(F)(F)F. The product is COc1ccccc1N=C(C)CC(=O)C(F)(F)F. As a reaction SMILES: [CH2:21]([O:22][CH2:23][CH3:24])[CH3:25].[CH3:1][O:2][c:3]1[c:4]([NH2:9])[cH:5][cH:6][cH:7][cH:8]1.[ClH:20].[F:10][C:11]([C:12]([CH2:13][C:14]([CH3:15])=[O:16])=[O:17])([F:18])[F:19]>>[CH3:1][O:2][c:3]1[c:4]([N:9]=[C:14]([CH2:13][C:12]([C:11]([F:10])([F:18])[F:19])=[O:17])[CH3:15])[cH:5][cH:6][cH:7][cH:8]1.